From a dataset of the Open Reaction Database (ORD), a public repository of structured organic reaction records. describe an organic reaction: reactants, conditions, products, and yield The reactants are C(C)O (ethanol), C(C)(C)(C)O\N=C(\C1=C(C=CC(=C1)Br)O)/C1=NC=CC=C1COC ((Z)-2-(5-bromo-2-hydroxybenzoyl)-3-methoxymethylpyridine O-t-butyloxime). Solvent: C(CC)O (n-propanol). Product: C(C)(C)(C)O\N=C(\C1=C(C=CC(=C1)Br)O)/C1=NC=CC=C1COC ((Z)-2-(5-bromo-2-hydroxybenzoyl)-3-methoxymethylpyridine O-t-butyloxime), BrC=1C=CC(=C(C(=O)C2=NC=CC=C2COC)C1)O (2-(5-bromo-2-hydroxybenzoyl)-3-methoxymethylpyridine). RXN SMILES: [CH2:1]([OH:3])[CH3:2].[C:4]([O:8]/[N:9]=[C:10](\[C:19]1[C:24]([CH2:25][O:26][CH3:27])=[CH:23][CH:22]=[CH:21][N:20]=1)/[C:11]1[CH:16]=[C:15]([Br:17])[CH:14]=[CH:13][C:12]=1[OH:18])([CH3:7])([CH3:6])[CH3:5]>C(O)CC>[C:4]([O:8]/[N:9]=[C:10](\[C:19]1[C:24]([CH2:25][O:26][CH3:27])=[CH:23][CH:22]=[CH:21][N:20]=1)/[C:11]1[CH:16]=[C:15]([Br:17])[CH:14]=[CH:13][C:12]=1[OH:18])([CH3:7])([CH3:6])[CH3:5].[Br:17][C:15]1[CH:14]=[CH:13][C:12]([OH:18])=[C:2]([CH:16]=1)[C:1]([C:19]1[C:24]([CH2:25][O:26][CH3:27])=[CH:23][CH:22]=[CH:21][N:20]=1)=[O:3]. Reported procedure: Using ethanol, in place of n-propanol in Example 17, (Z)-2-(5-bromo-2-hydroxybenzoyl)-3-methoxymethylpyridine O-t-butyloxime (60 mg) (Compound 180) was produced from 2-(5-bromo-2-hydroxybenzoyl)-3-methoxymethylpyridine (80 mg).